The task is: describe an organic reaction: reactants, conditions, products, and yield. This data is from the Open Reaction Database (ORD), a public repository of structured organic reaction records. Reactants: OC1=C(C=NC2=NC(=C(C=C12)I)C)C(=O)OCC (ethyl 4-hydroxy-6-iodo-7-methyl[1,8]naphthyridine-3-carboxylate), 4, ClC1=CC=C(CN)C=C1 (4-chlorobenzylamine). The solvent is hexanes, C(C)(=O)OCC (Ethyl acetate). Yields the product ClC1=CC=C(CNC(=O)C=2C=NC3=NC(=C(C=C3C2O)I)C)C=C1 (N-(4-chlorobenzyl)-4-hydroxy-6-iodo-7-methyl[1,8]naphthyridine-3-carboxamide). Yield: 58.0%. As a reaction SMILES: [OH:1][C:2]1[C:11]2[C:6](=[N:7][C:8]([CH3:13])=[C:9]([I:12])[CH:10]=2)[N:5]=[CH:4][C:3]=1[C:14]([O:16]CC)=O.[Cl:19][C:20]1[CH:27]=[CH:26][C:23]([CH2:24][NH2:25])=[CH:22][CH:21]=1>C(OCC)(=O)C>[Cl:19][C:20]1[CH:27]=[CH:26][C:23]([CH2:24][NH:25][C:14]([C:3]2[CH:4]=[N:5][C:6]3[C:11]([C:2]=2[OH:1])=[CH:10][C:9]([I:12])=[C:8]([CH3:13])[N:7]=3)=[O:16])=[CH:22][CH:21]=1. Reported procedure: A solution of ethyl 4-hydroxy-6-iodo-7-methyl[1,8]naphthyridine-3-carboxylate Prep 4(0.41 g) and 4-chlorobenzylamine (2.50 mL) is heated at 180° C. for 1 h. The reaction is cooled to room temperature. Ethyl acetate (10 mL) and then hexanes (20 mL) are added and the solid is filtered, washed thoroughly with hexanes, and dried. The crude solid is dissolved in CH2Cl2/MeOH and adsorbed onto silica. Purification by chromatography (eluent CH2Cl2 (1L), 1% MeOH/CH2Cl2 (3L), 1.5% MeOH/CH2Cl2 (1L), 2% MeO...